This data is from the Open Reaction Database (ORD), a public repository of structured organic reaction records. The task is: describe an organic reaction: reactants, conditions, products, and yield Starting materials: [H-].[Na+] (Sodium hydride), CO (methanol), C(C)C=1C(NC(N([C@H]2[C@H](OC(C3=CC=CC=C3)=O)[C@H](OC(C3=CC=CC=C3)=O)[C@@H](COC(C3=CC=CC=C3)=O)O2)C1)=O)=S (5-ethyl-2',3',5'-tris-O-benzoyl-4-thiouridine). Run in C(C)(=O)O (acetic acid). Product: C(C)C=1C(NC(N([C@H]2[C@H](O)[C@H](O)[C@@H](CO)O2)C1)=O)=S (5-ethyl-4-thiouridine). Isolated yield 96.5%. Reaction SMILES: [H-].[Na+].CO.[CH2:5]([C:7]1[C:8](=[S:47])[NH:9][C:10](=[O:46])[N:11]([CH:45]=1)[C@@H:12]1[O:44][C@H:33]([CH2:34][O:35]C(=O)C2C=CC=CC=2)[C@@H:23]([O:24]C(=O)C2C=CC=CC=2)[C@H:13]1[O:14]C(=O)C1C=CC=CC=1)[CH3:6]>C(O)(=O)C>[CH2:5]([C:7]1[C:8](=[S:47])[NH:9][C:10](=[O:46])[N:11]([CH:45]=1)[C@@H:12]1[O:44][C@H:33]([CH2:34][OH:35])[C@@H:23]([OH:24])[C@H:13]1[OH:14])[CH3:6] |f:0.1|. Reported procedure: Sodium hydride (0.1 g) (60% dispersion in mineral oil) was added to dry methanol (50 ml) under an atmosphere of nitrogen at 0° C. The product from step (i) (3.0 g) was added to the above solution and the whole was refluxed for 2 hours. After cooling to room temperature, glacial acetic acid (0.28 ml) was added and the volatiles were then removed under reduced pressure. The residue was dissolved in water (20 ml) and then extracted three times with diethyl ether (20 ml). The aqueous phase was evapo...